From a dataset of the Open Reaction Database (ORD), a public repository of structured organic reaction records. describe an organic reaction: reactants, conditions, products, and yield Starting materials: C(Br)C1CO1 (Epibromohydrin), C(C)(C)(C)OC(=O)N1CCC(CC1)CO (tert-butyl-4-(hydroxymethyl)-1-piperidine carboxylate), C(C)(C)(C)OC(=O)N1CCC(CC1)CO (tert-butyl-4-(hydroxymethyl)-1-piperidine carboxylate), C(C)(C)(C)C1=CC=C(C=C1)NC1=CC=C(OC2=CC=NC3=CC(=C(C=C23)OC)O)C=C1 (4-[4-(4-tert-butylphenylamino)phenoxy]-6-methoxyquinolin-7-ol), C(C)(C)(C)C1=CC=C(NC2=CC=C(OC3=CC=NC4=CC(=C(C=C34)OC)O)C=C2)C=C1 (4-{4-[4-(tert-butyl)anilino]phenoxy}-6-methoxy-7-quinolinol), C(C)(C)(C)C1=CC=C(C=C1)NC1=CC=C(C=C1)OC1=CC=NC2=CC(=C(C=C12)OC)OCCCCl ((4-Tert-butylphenyl)-{4-[7-(3-chloropropoxy)-6-methoxy-4-quinolyloxy]phenyl}amine), C([O-])([O-])=O.[K+].[K+] (potassium carbonate). Solvent: CN(C=O)C (N,N-Dimethylformamide). Reaction conditions: time 24 hour. Product: C(C)(C)(C)C1=CC=C(C=C1)NC1=CC=C(OC2=CC=NC3=CC(=C(C=C23)OC)OCC(CN2CCOCC2)O)C=C1 (1-{4-[4-(4-Tert-butyl-phenylamino)phenoxy]-6-methoxyquinolin-7-yloxy}-3-morpholin-4-ylpropan-2-ol). Isolated yield 89.0%. As a reaction SMILES: [C:1]([C:5]1[CH:10]=[CH:9][C:8]([NH:11][C:12]2[CH:31]=[CH:30][C:15]([O:16][C:17]3[C:26]4[C:21](=[CH:22][C:23]([OH:29])=[C:24]([O:27][CH3:28])[CH:25]=4)[N:20]=[CH:19][CH:18]=3)=[CH:14][CH:13]=2)=[CH:7][CH:6]=1)([CH3:4])([CH3:3])[CH3:2].C(C1C=CC(NC2C=CC(O[C:50]3[C:59]4[C:54](=CC(OCCCCl)=C(OC)C=4)[N:53]=[CH:52][CH:51]=3)=CC=2)=CC=1)(C)(C)C.C(=O)([O-])[O-:68].[K+].[K+].[CH2:73]([CH:75]1[O:77]C1)Br.C(OC(N1CCC(CO)CC1)=O)(C)(C)C>CN(C)C=O>[C:1]([C:5]1[CH:6]=[CH:7][C:8]([NH:11][C:12]2[CH:31]=[CH:30][C:15]([O:16][C:17]3[C:26]4[C:21](=[CH:22][C:23]([O:29][CH2:50][CH:59]([OH:68])[CH2:54][N:53]5[CH2:52][CH2:51][O:77][CH2:75][CH2:73]5)=[C:24]([O:27][CH3:28])[CH:25]=4)[N:20]=[CH:19][CH:18]=3)=[CH:14][CH:13]=2)=[CH:9][CH:10]=1)([CH3:4])([CH3:2])[CH3:3] |f:2.3.4|. Procedure details: N,N-Dimethylformamide (2 ml) was added to 4-[4-(4-tert-butylphenylamino)phenoxy]-6-methoxyquinolin-7-ol (compound 21) (150 mg) (starting compound A) and potassium carbonate (250 mg). Epibromohydrin (46 μl) was added dropwise thereto, and the mixture was stirred at room temperature for 24 hr. Morpholine (95 μl) (starting compound B) was added dropwise to the reaction solution, and the mixture was stirred at 70 to 75° C. for 5 hr. The stirred mixture was extracted with ethyl acetate, and the extra... The reactants are C(C1=CC=CC=C1)OC1=CC=C(C=C1)[C@@H]1CC[C@H](CC1)N(CCO)C (trans-2-{[4-(4-benzyloxy-phenyl)-cyclohexyl]-methyl-amino}-ethanol), C1=CC(=CC=C1O)C (p-cresol), C1(=CC=CC=C1)P(C1=CC=CC=C1)C1=CC=CC=C1 (triphenylphosphine), C(C)OC(=O)N=NC(=O)OCC (diethyl-azodicarboxylate). Run in C1CCOC1 (THF). Run at time 3 hour. Product: C(C1=CC=CC=C1)OC1=CC=C(C=C1)[C@@H]1CC[C@H](CC1)N(CCOC1=CC=C(C=C1)C)C (trans-[4-(4-benzyloxy-phenyl)-cyclohexyl]-methyl-(2-p-tolyloxy-ethyl)-amine). The yield is 35.7%. Reaction SMILES: [CH2:1]([O:8][C:9]1[CH:14]=[CH:13][C:12]([C@H:15]2[CH2:20][CH2:19][C@H:18]([N:21]([CH3:25])[CH2:22][CH2:23][OH:24])[CH2:17][CH2:16]2)=[CH:11][CH:10]=1)[C:2]1[CH:7]=[CH:6][CH:5]=[CH:4][CH:3]=1.[CH:26]1[C:31](O)=[CH:30][CH:29]=[C:28]([CH3:33])[CH:27]=1.C1(P(C2C=CC=CC=2)C2C=CC=CC=2)C=CC=CC=1.C(OC(N=NC(OCC)=O)=O)C>C1COCC1>[CH2:1]([O:8][C:9]1[CH:14]=[CH:13][C:12]([C@H:15]2[CH2:20][CH2:19][C@H:18]([N:21]([CH3:25])[CH2:22][CH2:23][O:24][C:31]3[CH:30]=[CH:29][C:28]([CH3:33])=[CH:27][CH:26]=3)[CH2:17][CH2:16]2)=[CH:11][CH:10]=1)[C:2]1[CH:3]=[CH:4][CH:5]=[CH:6][CH:7]=1. Procedure details: A mixture of trans-2-{[4-(4-benzyloxy-phenyl)-cyclohexyl]-methyl-amino}-ethanol (0.3 g, 0.88 mmol), p-cresol (96 mg, 0.88 mmol), triphenylphosphine (232 mg, 0.88 mmol), diethyl-azodicarboxylate (154 mg, 0.88 mmol) and THF was stirred at rt for 3h. The solvent was evaporated and the rsidue was treated with MeOH/H2O (3:1, 50 ml) and hexane (50 ml). The aq. layer was extracted with hexane (30 ml). The combined hexane extracts were dried and evaporated. The residue was purified by chromatography (Si... The reactants are NC1=NC(C(N1C)=O)(C1=CNC(=C1)C(CC)=O)C1=CC(=CC=C1)Br (2-amino-5-(3-bromo-phenyl)-3-methyl-5-(5-propionyl-1H-pyrrol-3-yl)-3,5-dihydro-imidazol-4-one), C(=O)([O-])[O-].[Cs+].[Cs+] (Cs2CO3), ICCC (iodopropane). Solvent: CN(C)C=O (DMF). Conditions: time 20 hour. Product: NC1=NC(C(N1C)=O)(C1=CN(C(=C1)C(CC)=O)CCC)C1=CC(=CC=C1)Br (2-Amino-5-(3-bromophenyl)-3-methyl-5-(5-propionyl-1-propyl-1H-pyrrol-3-yl)-3,5-dihydro-imidazol-4-one). The yield is 72.7%. Reaction SMILES: [NH2:1][C:2]1[N:6]([CH3:7])[C:5](=[O:8])[C:4]([C:18]2[CH:23]=[CH:22][CH:21]=[C:20]([Br:24])[CH:19]=2)([C:9]2[CH:13]=[C:12]([C:14](=[O:17])[CH2:15][CH3:16])[NH:11][CH:10]=2)[N:3]=1.C([O-])([O-])=O.[Cs+].[Cs+].I[CH2:32][CH2:33][CH3:34]>CN(C=O)C>[NH2:1][C:2]1[N:6]([CH3:7])[C:5](=[O:8])[C:4]([C:18]2[CH:23]=[CH:22][CH:21]=[C:20]([Br:24])[CH:19]=2)([C:9]2[CH:13]=[C:12]([C:14](=[O:17])[CH2:15][CH3:16])[N:11]([CH2:32][CH2:33][CH3:34])[CH:10]=2)[N:3]=1 |f:1.2.3|. Reported procedure: Under a nitrogen atmosphere, to a solution of 2-amino-5-(3-bromo-phenyl)-3-methyl-5-(5-propionyl-1H-pyrrol-3-yl)-3,5-dihydro-imidazol-4-one (0.2 g, 0.51 mmol) in DMF (5 mL) was added Cs2CO3 (0.33 g, 1.02 mmol) and iodopropane (0.12 g, 0.70 mmol). The reaction mixture was sealed and stirred at room temperature for 20 hours. DMF was removed in vacuo, the residue was taken back CHCl3 and filtered. Evaporation and purification by combi flash chromatography (methylene chloride/methyl alcohol/triethyl... Starting materials: Cl, Oc1ccc(F)cc1, CC(C)C(=O)Nc1cccc(C2CCN(CCCCCC(O)c3ccc(F)cc3)CC2)c1. Product: CC(C)C(=O)Nc1cccc(C2CCN(CCCCCC(Oc3ccc(F)cc3)c3ccc(F)cc3)CC2)c1. Reaction SMILES: [ClH:41].[F:1][c:2]1[cH:3][cH:4][c:5]([OH:8])[cH:6][cH:7]1.[F:9][c:10]1[cH:11][cH:12][c:13]([CH:16]([CH2:17][CH2:18][CH2:19][CH2:20][CH2:21][N:22]2[CH2:23][CH2:24][CH:25]([c:28]3[cH:29][c:30]([NH:34][C:35]([CH:36]([CH3:37])[CH3:38])=[O:39])[cH:31][cH:32][cH:33]3)[CH2:26][CH2:27]2)[OH:40])[cH:14][cH:15]1>>[F:1][c:2]1[cH:3][cH:4][c:5]([O:8][CH:16]([c:13]2[cH:12][cH:11][c:10]([F:9])[cH:15][cH:14]2)[CH2:17][CH2:18][CH2:19][CH2:20][CH2:21][N:22]2[CH2:23][CH2:24][CH:25]([c:28]3[cH:29][c:30]([NH:34][C:35]([CH:36]([CH3:37])[CH3:38])=[O:39])[cH:31][cH:32][cH:33]3)[CH2:26][CH2:27]2)[cH:6][cH:7]1. Starting materials: O1CCCC1 (tetrahydrofuran), NC1=NC(=NC2=CC(=C(C=C12)OC)OC)N1CCNCC1 (4-amino-6,7-dimethoxy-2-(1-piperazinyl)quinazoline), C1(CCCCC1)=CC(=O)Cl (cyclohexylideneacetyl chloride). Run in C(C)N(CC)CC (triethylamine). Reaction conditions: time 30 minute. Yields the product O.Cl.NC1=NC(=NC2=CC(=C(C=C12)OC)OC)N1CCN(CC1)C(C=C1CCCCC1)=O (4-Amino-2-(4-cyclohexylideneacetyl-1-piperazinyl)-6,7-dimethoxyquinazoline hydrochloride hydrate). Reaction SMILES: [O:1]1CCCC1.[NH2:6][C:7]1[C:16]2[C:11](=[CH:12][C:13]([O:19][CH3:20])=[C:14]([O:17][CH3:18])[CH:15]=2)[N:10]=[C:9]([N:21]2[CH2:26][CH2:25][NH:24][CH2:23][CH2:22]2)[N:8]=1.[C:27]1(=[CH:33][C:34]([Cl:36])=[O:35])[CH2:32][CH2:31][CH2:30][CH2:29][CH2:28]1>C(N(CC)CC)C>[OH2:1].[ClH:36].[NH2:6][C:7]1[C:16]2[C:11](=[CH:12][C:13]([O:19][CH3:20])=[C:14]([O:17][CH3:18])[CH:15]=2)[N:10]=[C:9]([N:21]2[CH2:26][CH2:25][N:24]([C:34](=[O:35])[CH:33]=[C:27]3[CH2:32][CH2:31][CH2:30][CH2:29][CH2:28]3)[CH2:23][CH2:22]2)[N:8]=1 |f:4.5.6|. Procedure: To 20 ml of tetrahydrofuran were added 1.16 g of 4-amino-6,7-dimethoxy-2-(1-piperazinyl)quinazoline and 1.5 g of triethylamine, after which the mixture was stirred for 30 minutes. To this mixture was then added 0.63 g of cyclohexylideneacetyl chloride, after which the mixture was stirred at room temperature for 8 hours. The reaction mixture was then concentrated by evaporation under reduced pressure and the residue was extracted with chloroform. After washing the extract with water, the solvent ... RXN SMILES: [CH3:13][C:14]([Cl:15])=[O:16].[CH3:17][c:18]1[cH:19][cH:20][cH:21][cH:22][cH:23]1.[CH3:1][c:2]1[c:3]([CH2:11][OH:12])[cH:4][cH:5][cH:6][c:7]1[N+:8](=[O:9])[O-:10]>>[CH3:1][c:2]1[c:3]([CH2:11][O:12][C:14]([CH3:13])=[O:16])[cH:4][cH:5][cH:6][c:7]1[N+:8](=[O:9])[O-:10]. Reactants: CC(=O)Cl, Cc1ccccc1, Cc1c(CO)cccc1[N+](=O)[O-]. Yields the product CC(=O)OCc1cccc([N+](=O)[O-])c1C.